Task: describe an organic reaction: reactants, conditions, products, and yield. Dataset: the Open Reaction Database (ORD), a public repository of structured organic reaction records Run at temperature 25 celsius, time 9 hour. Run in C(Cl)Cl (CH2Cl2). Product: C(C)(C)(C)OC(=O)N1CCC(CC1)NC1=C2C(=NC=C1NC(CC1CCCC1)=O)N(C=C2)S(=O)(=O)C2=CC=CC=C2 (4-[1-benzenesulfonyl-5-(2-cyclopentyl-acetylamino)-1H-pyrrolo[2,3-b]pyridin-4-ylamino]-piperidine-1-carboxylic acid tert-butyl ester). As a reaction SMILES: [CH:1]1([CH2:6][C:7]([OH:9])=O)[CH2:5][CH2:4][CH2:3][CH2:2]1.C(N(C(C)C)CC)(C)C.Cl.CN(C)CCCN=C=NCC.[C:31]([O:35][C:36]([N:38]1[CH2:43][CH2:42][CH:41]([NH:44][C:45]2[C:50]([NH2:51])=[CH:49][N:48]=[C:47]3[N:52]([S:55]([C:58]4[CH:63]=[CH:62][CH:61]=[CH:60][CH:59]=4)(=[O:57])=[O:56])[CH:53]=[CH:54][C:46]=23)[CH2:40][CH2:39]1)=[O:37])([CH3:34])([CH3:33])[CH3:32]>C(Cl)Cl>[C:31]([O:35][C:36]([N:38]1[CH2:39][CH2:40][CH:41]([NH:44][C:45]2[C:50]([NH:51][C:7](=[O:9])[CH2:6][CH:1]3[CH2:2][CH2:3][CH2:4][CH2:5]3)=[CH:49][N:48]=[C:47]3[N:52]([S:55]([C:58]4[CH:63]=[CH:62][CH:61]=[CH:60][CH:59]=4)(=[O:56])=[O:57])[CH:53]=[CH:54][C:46]=23)[CH2:42][CH2:43]1)=[O:37])([CH3:34])([CH3:32])[CH3:33] |f:2.3|. Procedure: Cyclopentylacetic acid (0.532 ml, 4.24 mmol), diisopropylethylamine (1.5 ml, 8.50 mmol) and N-(3-dimethylaminopropyl)-N′-ethylcarbodiimide hydrochloride (0.89 g, 4.70 mmol) were added sequentially to a solution of 4-(5-amino-1-benzenesulfonyl-1H-pyrrolo[2,3-b]pyridin-4-ylamino)-piperidine-1-carboxylic acid tert-butyl ester (2.00 g, 4.00 mmol) in CH2Cl2 (60 ml) at 25° C. The reaction mixture was stirred for 9 h at 25° C., then was partitioned between 1.0 M HCl (125 ml) and CH2Cl2 (125 ml). The or... The yield is 45.1%. Reactants: C1(CCCC1)CC(=O)O (Cyclopentylacetic acid), C(C)(C)N(CC)C(C)C (diisopropylethylamine), Cl.CN(CCCN=C=NCC)C (N-(3-dimethylaminopropyl)-N′-ethylcarbodiimide hydrochloride), C(C)(C)(C)OC(=O)N1CCC(CC1)NC1=C2C(=NC=C1N)N(C=C2)S(=O)(=O)C2=CC=CC=C2 (4-(5-amino-1-benzenesulfonyl-1H-pyrrolo[2,3-b]pyridin-4-ylamino)-piperidine-1-carboxylic acid tert-butyl ester). Starting materials: solution, C1(=CC=C(C=C1)S(=O)(=O)O)C (4-toluenesulfonic acid), C1(CC1)NC(C1=CC(=C(C=C1)C)N1C=NC2=CC=C(C=C2C1=O)N1CCN(CC1)C(C)C)=O (N-cyclopropyl-3-[6-(4-isopropylpiperazin-1-yl)-4-oxoquinazolin-3(4H)-yl]-4-methylbenzamide). Run in C(C)(=O)OCC (ethyl acetate). Yields the product C1(=CC=C(C=C1)S(=O)(=O)O)C.C1(CC1)NC(C1=CC(=C(C=C1)C)N1C=NC2=CC=C(C=C2C1=O)N1CCN(CC1)C(C)C)=O (N-Cyclopropyl-3-[6-(4-isopropylpiperazin-1-yl)-4-oxoquinazolin-3(4H)-yl]-4-methylbenzamide 4-toluenesulfonate salt). RXN SMILES: [C:1]1([CH3:11])[CH:6]=[CH:5][C:4]([S:7]([OH:10])(=[O:9])=[O:8])=[CH:3][CH:2]=1.[CH:12]1([NH:15][C:16](=[O:44])[C:17]2[CH:22]=[CH:21][C:20]([CH3:23])=[C:19]([N:24]3[C:33](=[O:34])[C:32]4[C:27](=[CH:28][CH:29]=[C:30]([N:35]5[CH2:40][CH2:39][N:38]([CH:41]([CH3:43])[CH3:42])[CH2:37][CH2:36]5)[CH:31]=4)[N:26]=[CH:25]3)[CH:18]=2)[CH2:14][CH2:13]1>C(OCC)(=O)C>[C:1]1([CH3:11])[CH:2]=[CH:3][C:4]([S:7]([OH:10])(=[O:8])=[O:9])=[CH:5][CH:6]=1.[CH:12]1([NH:15][C:16](=[O:44])[C:17]2[CH:22]=[CH:21][C:20]([CH3:23])=[C:19]([N:24]3[C:33](=[O:34])[C:32]4[C:27](=[CH:28][CH:29]=[C:30]([N:35]5[CH2:36][CH2:37][N:38]([CH:41]([CH3:42])[CH3:43])[CH2:39][CH2:40]5)[CH:31]=4)[N:26]=[CH:25]3)[CH:18]=2)[CH2:14][CH2:13]1 |f:3.4|. Procedure: Using an analogous procedure to that described in Example 45, a 0.1N solution of 4-toluenesulfonic acid in ethyl acetate was reacted N-cyclopropyl-3-[6-(4-isopropylpiperazin-1-yl)-4-oxoquinazolin-3(4H)-yl]-4-methylbenzamide to gave the title compound; NMR Spectrum: (DMSOd6) 0.57 (m, 2H), 0.71 (m, 2H), 1.32 (d, 6H), 2.14 (s, 3H), 2.29 (s, 3H), 2.86 (m, 1H), 3.11 (m, 2H), 3.22 (m, 2H), 3.53-3.63 (m, 3H), 4.09 (m, 2H), 7.11 (d, 2H), 7.49 (d, 2H), 7.54 (d, 1H), 7.58 (s, 1H), 7.72 (m, 2H), 7.83 (d, 1... The reactants are ClC1=NC=C(C(=N1)NC1=C(C(=O)N(C)C)C=CC=C1)Cl (2-[(2,5-dichloro-4-pyrimidinyl)amino]-N,N-dimethylbenzamide), N1(CCOCC1)CCC=1C=C(N)C=CC1 (3-[2-(4-morpholinyl)ethyl]aniline), C(=O)(C(F)(F)F)O (TFA). Run in C(C)(C)O (isopropanol). Reaction conditions: temperature 95 celsius, time 18 hour. The product is ClC=1C(=NC(=NC1)NC1=CC(=CC=C1)CCN1CCOCC1)NC1=C(C(=O)N(C)C)C=CC=C1 (2-{[5-Chloro-2-({3-[2-(4-morpholinyl)ethyl]phenyl}amino)-4-pyrimidinyl]amino}-N,N-dimethylbenzamide). Yield: 18.0%. As a reaction SMILES: Cl[C:2]1[N:7]=[C:6]([NH:8][C:9]2[CH:19]=[CH:18][CH:17]=[CH:16][C:10]=2[C:11]([N:13]([CH3:15])[CH3:14])=[O:12])[C:5]([Cl:20])=[CH:4][N:3]=1.[N:21]1([CH2:27][CH2:28][C:29]2[CH:30]=[C:31]([CH:33]=[CH:34][CH:35]=2)[NH2:32])[CH2:26][CH2:25][O:24][CH2:23][CH2:22]1.C(O)(C(F)(F)F)=O>C(O)(C)C>[Cl:20][C:5]1[C:6]([NH:8][C:9]2[CH:19]=[CH:18][CH:17]=[CH:16][C:10]=2[C:11]([N:13]([CH3:15])[CH3:14])=[O:12])=[N:7][C:2]([NH:32][C:31]2[CH:33]=[CH:34][CH:35]=[C:29]([CH2:28][CH2:27][N:21]3[CH2:22][CH2:23][O:24][CH2:25][CH2:26]3)[CH:30]=2)=[N:3][CH:4]=1. Reported procedure: 2-[(2,5-dichloro-4-pyrimidinyl)amino]-N,N-dimethylbenzamide (300 mg, 0.96 mmol), 3-[2-(4-morpholinyl)ethyl]aniline (198 mg, 0.96 mmol) were combined in a vessel with 10 mL of isopropanol and TFA (74 μL, 0.96 mmol). The vessel was sealed and heated with stirring at 95° C. for 18 h. The reaction mixture was concentrated to dryness. The crude product was purified via semi-preparative HPLC to afford the title compound as a white solid (83 mg, 18%): Mass (M+H)+=481, 483. Reactants: FC1=C(C2=C(NC(=N2)C=2C(=C3CCN(C3=CC2)CCCC2CCN(CC2)C)C)C=C1)C (5-fluoro-4-methyl-2-{4-methyl-1-[3-(1-methyl-piperidin-4-yl)-propyl]-2,3-dihydro-1H-indol-5-yl}-1H-benzoimidazole). Reagents/catalysts: O=[Mn]=O (MnO2). Run in C1(=CC=CC=C1)C (toluene). Conditions: time 1 hour. Product: FC1=C(C2=C(NC(=N2)C=2C(=C3C=CN(C3=CC2)CCCC2CCN(CC2)C)C)C=C1)C (5-Fluoro-4-methyl-2-{4-methyl-1-[3-(1-methyl-piperidin-4-yl)-propyl]-1H-indol-5-yl}-1H-benzoimidazole). Yield: 83.6%. As a reaction SMILES: [F:1][C:2]1[CH:30]=[CH:29][C:5]2[NH:6][C:7]([C:9]3[C:10]([CH3:28])=[C:11]4[C:15](=[CH:16][CH:17]=3)[N:14]([CH2:18][CH2:19][CH2:20][CH:21]3[CH2:26][CH2:25][N:24]([CH3:27])[CH2:23][CH2:22]3)[CH2:13][CH2:12]4)=[N:8][C:4]=2[C:3]=1[CH3:31]>C1(C)C=CC=CC=1.O=[Mn]=O>[F:1][C:2]1[CH:30]=[CH:29][C:5]2[NH:6][C:7]([C:9]3[C:10]([CH3:28])=[C:11]4[C:15](=[CH:16][CH:17]=3)[N:14]([CH2:18][CH2:19][CH2:20][CH:21]3[CH2:26][CH2:25][N:24]([CH3:27])[CH2:23][CH2:22]3)[CH:13]=[CH:12]4)=[N:8][C:4]=2[C:3]=1[CH3:31]. Procedure: To a stirred solution of 5-fluoro-4-methyl-2-{4-methyl-1-[3-(1-methyl-piperidin-4-yl)-propyl]-2,3-dihydro-1H-indol-5-yl}-1H-benzoimidazole (40 mg, 0.10 mmol) in toluene (2 mL) was added MnO2 (44 mg, 0.51 mmol). After 1 h at 70° C., the mixture was cooled, filtered through diatamaceous earth, and concetrated. The crude residue was purified by FCC to give the title compound (35 mg, 84%). MS: mass calcd. for C26H31FN4, 418.25; m/z found, 421.3 [M+H]+. 1H NMR (CD3OD): 7.42-7.33 (m, 3H), 7.30 (d, J=3... Reactants: [Br-], CC(C)(C)OC(=O)NCCCCCC=O, C[Mg+], C1CCOC1, O. Yields the product CC(O)CCCCCNC(=O)OC(C)(C)C. Reaction SMILES: [Br-:16].[C:1]([CH3:2])([CH3:3])([CH3:4])[O:5][C:6](=[O:7])[NH:8][CH2:9][CH2:10][CH2:11][CH2:12][CH2:13][CH:14]=[O:15].[CH3:17][Mg+:18].[O:20]1[CH2:21][CH2:22][CH2:23][CH2:24]1.[OH2:19]>>[C:1]([CH3:2])([CH3:3])([CH3:4])[O:5][C:6](=[O:7])[NH:8][CH2:9][CH2:10][CH2:11][CH2:12][CH2:13][CH:14]([OH:15])[CH3:17]. Starting materials: C(C1=CC=C(C=C1)OC)=O (p-Anisaldehyde), COC1=CC=C(CN)C=C1 (4-methoxybenzylamine), C1(=CC=CC=C1)C (toluene), [BH4-].[Na+] (NaBH4). Solvent: O (water). Conditions: temperature 5 celsius. Yields the product COC1=CC=C(CNCC2=CC=C(C=C2)OC)C=C1 (bis-(4-methoxy-benzyl)-amine). Reaction SMILES: [CH:1](=O)[C:2]1[CH:7]=[CH:6][C:5]([O:8][CH3:9])=[CH:4][CH:3]=1.[CH3:11][O:12][C:13]1[CH:20]=[CH:19][C:16]([CH2:17][NH2:18])=[CH:15][CH:14]=1.C1(C)C=CC=CC=1.[BH4-].[Na+]>O>[CH3:9][O:8][C:5]1[CH:6]=[CH:7][C:2]([CH2:1][NH:18][CH2:17][C:16]2[CH:19]=[CH:20][C:13]([O:12][CH3:11])=[CH:14][CH:15]=2)=[CH:3][CH:4]=1 |f:3.4|. Reported procedure: p-Anisaldehyde (411 mmol), 4-methoxybenzylamine (411 mmol) and toluene (500 mL) were combined in a round bottomed flask fitted with a condenser and a Dean-Stark trap. The reaction was refluxed for 1 h during which water was removed from the reaction mixture. The reaction was cooled and concentrated. The residue was dissolved in MeOH (120 mL). The mixture was cooled to 5° C. and NaBH4 (205 mmol) was added in portions over 45 min. The reaction was slowly heated to reflux. After 2 h at reflux, the ...